This data is from the Open Reaction Database (ORD), a public repository of structured organic reaction records. The task is: describe an organic reaction: reactants, conditions, products, and yield Reactants: [Li]C(C)(C)C (t-BuLi), N1=C(NC2=C1C=CC=C2)CC(=O)OCC (ethyl 2-benzimidazol-2-ylacetate), NC1=CC=CC(=C1C#N)N1CCN(CC1)CC (6-amino-2-(4-ethylpiperazinyl)benzenecarbonitrile). The solvent is C1CCOC1 (THF). Reaction conditions: time 8 hour. The product is NC1=C(C(NC2=CC=CC(=C12)N1CCN(CC1)CC)=O)C1=NC2=C(N1)C=CC=C2 (4-Amino-3-(1H-benzimidazol-2-yl)-5-(4-ethylpiperazin-1-yl)quinolin-2(1H)-one). RXN SMILES: [Li]C(C)(C)C.[N:6]1[C:10]2[CH:11]=[CH:12][CH:13]=[CH:14][C:9]=2[NH:8][C:7]=1[CH2:15][C:16]([O:18]CC)=O.[NH2:21][C:22]1[C:27]([C:28]#[N:29])=[C:26]([N:30]2[CH2:35][CH2:34][N:33]([CH2:36][CH3:37])[CH2:32][CH2:31]2)[CH:25]=[CH:24][CH:23]=1>C1COCC1>[NH2:29][C:28]1[C:27]2[C:22](=[CH:23][CH:24]=[CH:25][C:26]=2[N:30]2[CH2:31][CH2:32][N:33]([CH2:36][CH3:37])[CH2:34][CH2:35]2)[NH:21][C:16](=[O:18])[C:15]=1[C:7]1[NH:6][C:10]2[CH:11]=[CH:12][CH:13]=[CH:14][C:9]=2[N:8]=1. Procedure details: t-BuLi (3.1 eq) was added to ethyl 2-benzimidazol-2-ylacetate (1.0 eq) and 6-amino-2-(4-ethylpiperazinyl)benzenecarbonitrile (1.0 eq) in THF at 0° C. The reaction was stirred overnight. The resulting mixture was quenched with NH4Cl (aq, saturated) and extracted with EtOAc. The combined organic layers were washed with H2O and brine, dried over Na2SO4, filtered, and concentrated in vacuo to yield a brown solid. The crude material was triturated with CH2Cl2 and MeOH to provide a tan solid. LC/MS m/... Reactants: O=C(NC1=C(F)C(F)=C(C(F)=C1F)C(F)(F)F)C(C)(CC2=CC=C(F)C=C2)CC. Reagents/catalysts: [B-](F)(F)(F)F.CC[N+](CC)(CC)CC, [K].O=C(O)O, N=1C(OC)=CC(OC)=C2C=CC=CC12, O=C(O)C, O1B(OC(C)(C)C1(C)C)B2OC(C)(C)C(O2)(C)C, [Pd].O=C(O)C. Run in N#CC. Reaction conditions: temperature 80 celsius, time 15 hour. Yields the product O=C(NC1=C(F)C(F)=C(C(F)=C1F)C(F)(F)F)C(CB2OC(C)(C)C(O2)(C)C)(CC3=CC=C(F)C=C3)CC. The yield is 62.0%. Starting materials: FC(C=1C=C(C(=O)Cl)C=C(C1)C(F)(F)F)(F)F (3,5-bis(trifluoromethyl)benzoyl chloride), C1(=CC=CC=C1)[C@@H]1CNCC[C@@H]1C1=CC=CC=C1 (rac-cis-3,4-diphenylpiperidine). Yields the product FC(C=1C=C(C=C(C1)C(F)(F)F)C(=O)N1C[C@H]([C@H](CC1)C1=CC=CC=C1)C1=CC=CC=C1)(F)F (Rac-cis-(3,5-Bis-trifluoromethyl-phenyl)-(3,4-diphenyl-piperidin-1-yl)-methanone). Reaction SMILES: [F:1][C:2]([F:17])([F:16])[C:3]1[CH:4]=[C:5]([CH:9]=[C:10]([C:12]([F:15])([F:14])[F:13])[CH:11]=1)[C:6](Cl)=[O:7].[C:18]1([C@H:24]2[C@@H:29]([C:30]3[CH:35]=[CH:34][CH:33]=[CH:32][CH:31]=3)[CH2:28][CH2:27][NH:26][CH2:25]2)[CH:23]=[CH:22][CH:21]=[CH:20][CH:19]=1>>[F:1][C:2]([F:17])([F:16])[C:3]1[CH:4]=[C:5]([C:6]([N:26]2[CH2:27][CH2:28][C@H:29]([C:30]3[CH:35]=[CH:34][CH:33]=[CH:32][CH:31]=3)[C@H:24]([C:18]3[CH:23]=[CH:22][CH:21]=[CH:20][CH:19]=3)[CH2:25]2)=[O:7])[CH:9]=[C:10]([C:12]([F:15])([F:14])[F:13])[CH:11]=1. Procedure: The title compound, MS: m/e=478.2 (M+H+), was prepared in accordance with the general method of example 1 from 3,5-bis(trifluoromethyl)benzoyl chloride and rac-cis-3,4-diphenylpiperidine.